From a dataset of the Open Reaction Database (ORD), a public repository of structured organic reaction records. describe an organic reaction: reactants, conditions, products, and yield The reactants are C1CCOC1, [Li]CCCC, O=C1C=CNC(c2ccc(F)cc2)C1, COc1cc(N=C=O)c(F)cc1C. The product is COc1cc(NC(=O)N2C=CC(=O)CC2c2ccc(F)cc2)c(F)cc1C. Reaction SMILES: [CH2:33]1[O:34][CH2:35][CH2:36][CH2:37]1.[CH3:15][CH2:16][CH2:17][CH2:18][Li:19].[F:1][c:2]1[cH:3][cH:4][c:5]([CH:8]2[NH:9][CH:10]=[CH:11][C:12](=[O:14])[CH2:13]2)[cH:6][cH:7]1.[F:20][c:21]1[c:22]([N:30]=[C:31]=[O:32])[cH:23][c:24]([O:28][CH3:29])[c:25]([CH3:27])[cH:26]1>>[F:1][c:2]1[cH:3][cH:4][c:5]([CH:8]2[N:9]([C:31]([NH:30][c:22]3[c:21]([F:20])[cH:26][c:25]([CH3:27])[c:24]([O:28][CH3:29])[cH:23]3)=[O:32])[CH:10]=[CH:11][C:12](=[O:14])[CH2:13]2)[cH:6][cH:7]1. The reactants are ClC1=C(C(=O)O)C=CC(=C1)I (2-chloro-4-iodo-benzoic acid), S(=O)(Cl)Cl (thionyl chloride). Conditions: temperature 60 celsius, time 3 hour. Product: ClC1=C(C(=O)Cl)C=CC(=C1)I (2-chloro-4-iodo-benzoyl chloride). As a reaction SMILES: [Cl:1][C:2]1[CH:10]=[C:9]([I:11])[CH:8]=[CH:7][C:3]=1[C:4](O)=[O:5].S(Cl)([Cl:14])=O>>[Cl:1][C:2]1[CH:10]=[C:9]([I:11])[CH:8]=[CH:7][C:3]=1[C:4]([Cl:14])=[O:5]. Reported procedure: A mixture of 2-chloro-4-iodo-benzoic acid (470 mg) in thionyl chloride (6 mL) was stirred at 60° C. for 3 h. The excess thionyl chloride was removed in vacuo. The residue was washed with ether and dried to afford 2-chloro-4-iodo-benzoyl chloride (0.5 g), which was used directly in the next step where it was dissolved in 1,4-dioxane (10 mL). Phosphoryl chloride (5 mL) and IId (246 mg) were added, and the mixture was stirred at 90° C. for 1.5 h. The volatiles were removed in vacuo. The residue was... Reactants: C(C)OC(=O)C1C(CCC1)N(C(CC1=NS(C2=C(N1)C=CC(=C2)NS(=O)(=O)C)(=O)=O)=O)CC (2-{ethyl-[2-(7-methanesulfonylamino-1,1-dioxo-1,4-dihydro-1λ6-benzo[1,2,4]thiadiazin-3-yl)-acetyl]-amino}-cyclopentanecarboxylic acid ethyl ester), [O-]CC.[Na+] (sodium ethoxide). The solvent is C(C)O (ethanol), C(C)O (ethanol). Run at temperature 60 celsius, time 16 hour. Product: C(C)N1C(C(=C([C@@H]2CCC[C@H]12)O)C1=NS(C2=C(N1)C=CC(=C2)NS(=O)(=O)C)(=O)=O)=O (cis-N-[3-(1-ethyl-4-hydroxy-2-oxo-2,4a,5,6,7,7a-hexahydro-1H-[1]pyrindin-3-yl)-1,1-dioxo-1,4-dihydro-1λ6-benzo[1,2,4]thiadiazin-7-yl]-methanesulfonamide). Yield: 23.9%. As a reaction SMILES: C([O:3][C:4]([CH:6]1[CH2:10][CH2:9][CH2:8][CH:7]1[N:11]([CH2:32][CH3:33])[C:12](=[O:31])[CH2:13][C:14]1[NH:19][C:18]2[CH:20]=[CH:21][C:22]([NH:24][S:25]([CH3:28])(=[O:27])=[O:26])=[CH:23][C:17]=2[S:16](=[O:30])(=[O:29])[N:15]=1)=O)C.[O-]CC.[Na+]>C(O)C>[CH2:32]([N:11]1[C@@H:7]2[C@@H:6]([CH2:10][CH2:9][CH2:8]2)[C:4]([OH:3])=[C:13]([C:14]2[NH:19][C:18]3[CH:20]=[CH:21][C:22]([NH:24][S:25]([CH3:28])(=[O:27])=[O:26])=[CH:23][C:17]=3[S:16](=[O:29])(=[O:30])[N:15]=2)[C:12]1=[O:31])[CH3:33] |f:1.2|. Procedure: A solution of the crude 2-{ethyl-[2-(7-methanesulfonylamino-1,1-dioxo-1,4-dihydro-1λ6-benzo[1,2,4]thiadiazin-3-yl)-acetyl]-amino}-cyclopentanecarboxylic acid ethyl ester in ethanol (20 mL) was treated with a 21% w/w solution of sodium ethoxide in ethanol (0.648 g) and stirred for 16 h at 60° C. Upon cooling, the reaction mixture was then quenched with 1.0 M aqueous hydrochloric acid solution (20 mL) and extracted with ethyl acetate (2×50 mL). The combined organic layers were washed with saturate... Reactants: C(C)(=O)[O-].[Na+] (sodium acetate), C(C)O (ethanol), N1C(=NC2=C1C=CC=C2)C(=O)C2=CC=C(C=C2)OC2=NC=CC=C2Br ((1H-benzo[d]imidazol-2-yl)(4-(3-bromopyridin-2-yloxy)phenyl)methanone). Reagents/catalysts: C1=CC=C(C=C1)P([C-]2C=CC=C2)C3=CC=CC=C3.C1=CC=C(C=C1)P([C-]2C=CC=C2)C3=CC=CC=C3.[Fe+2] (dppf), CC(=O)[O-].CC(=O)[O-].[Pd+2] (Pd(OAc)2). Run at temperature 135 celsius. Product: N1C(=NC2=C1C=CC=C2)C(=O)C2=CC=C(OC1=C(C(=O)OCC)C=CC=N1)C=C2 (Ethyl 2-(4-(1H-benzo[d]imidazole-2-carbonyl)phenoxy)nicotinate). RXN SMILES: [NH:1]1[C:5]2[CH:6]=[CH:7][CH:8]=[CH:9][C:4]=2[N:3]=[C:2]1[C:10]([C:12]1[CH:17]=[CH:16][C:15]([O:18][C:19]2[C:24](Br)=[CH:23][CH:22]=[CH:21][N:20]=2)=[CH:14][CH:13]=1)=[O:11].[C:26]([O-:29])(=[O:28])C.[Na+].[CH2:31](O)[CH3:32]>C1C=CC(P(C2C=CC=CC=2)[C-]2C=CC=C2)=CC=1.C1C=CC(P(C2C=CC=CC=2)[C-]2C=CC=C2)=CC=1.[Fe+2].CC([O-])=O.CC([O-])=O.[Pd+2]>[NH:1]1[C:5]2[CH:6]=[CH:7][CH:8]=[CH:9][C:4]=2[N:3]=[C:2]1[C:10]([C:12]1[CH:17]=[CH:16][C:15]([O:18][C:19]2[N:20]=[CH:21][CH:22]=[CH:23][C:24]=2[C:26]([O:29][CH2:31][CH3:32])=[O:28])=[CH:14][CH:13]=1)=[O:11] |f:1.2,4.5.6,7.8.9|. Procedure details: To the solution of (1H-benzo[d]imidazol-2-yl)(4-(3-bromopyridin-2-yloxy)phenyl)methanone. (17.0 g, 43.1 mmol) in ethanol (600 mL) was added dppf (0.716 g, 1.29 mmol) and Pd(OAc)2 (77 mg, 0.344 mmol) and sodium acetate (14.13 g, 172 mmol) in 2.0 L. autoclave and apply CO(g) 15 kg/cm2 pressure. Then the reaction mixture was heated up to 135° C. and maintained at that temperature for 1 h. The reaction mass was concentrated under vacuum and diluted with water, then extracted by ethyl acetate (3×500 ... The product is CCc1c(-c2ccc(OC)cc2)c2cc(C(=O)c3ccc(OCc4ccccc4)cc3)c3cccc1n32. As a reaction SMILES: [Br:1][c:2]1[cH:3][c:4]2[c:5](-[c:15]3[cH:16][cH:17][c:18]([O:21][CH3:22])[cH:19][cH:20]3)[c:6]([CH2:13][CH3:14])[c:7]3[cH:8][cH:9][cH:10][c:11]1[n:12]23.[C:23]([Li:24])([CH3:25])([CH3:26])[CH3:27].[CH2:28]([c:29]1[cH:30][cH:31][cH:32][cH:33][cH:34]1)[O:35][c:36]1[cH:37][cH:38][c:39]([C:40](=[O:41])[N:42]([CH3:43])[CH3:44])[cH:45][cH:46]1>>[c:2]1([C:40]([c:39]2[cH:38][cH:37][c:36]([O:35][CH2:28][c:29]3[cH:30][cH:31][cH:32][cH:33][cH:34]3)[cH:46][cH:45]2)=[O:41])[cH:3][c:4]2[c:5](-[c:15]3[cH:16][cH:17][c:18]([O:21][CH3:22])[cH:19][cH:20]3)[c:6]([CH2:13][CH3:14])[c:7]3[cH:8][cH:9][cH:10][c:11]1[n:12]23. The reactants are CCc1c(-c2ccc(OC)cc2)c2cc(Br)c3cccc1n32, [Li]C(C)(C)C, CN(C)C(=O)c1ccc(OCc2ccccc2)cc1. Reactants: NC1=C(C=C(C=C1)OC)C(F)(F)F (2-Amino-5-methoxy-benzotrifluoride), [O-]P(=O)([O-])[O-].[K+].[K+].[K+] (K3PO4), CC(C)C1=CC(=C(C(=C1)C(C)C)C2=C(C=CC=C2)P(C3CCCCC3)C4CCCCC4)C(C)C (Xphos), Pd4(dba)3, BrC1=CC(=C(C#N)C=C1)F (4-bromo-2-fluoro-benzonitrile). Solvent: C1(=CC=CC=C1)C (toluene). Reaction conditions: temperature 110 celsius, time 20 hour. Product: FC1=C(C#N)C=CC(=C1)NC1=C(C=C(C=C1)OC)C(F)(F)F (2-fluoro-4-(4-methoxy-2-trifluoromethyl-phenylamino)-benzonitrile). The yield is 87.0%. RXN SMILES: [NH2:1][C:2]1[CH:7]=[CH:6][C:5]([O:8][CH3:9])=[CH:4][C:3]=1[C:10]([F:13])([F:12])[F:11].[O-]P([O-])([O-])=O.[K+].[K+].[K+].CC(C1C=C(C(C)C)C(C2C=CC=CC=2P(C2CCCCC2)C2CCCCC2)=C(C(C)C)C=1)C.Br[C:57]1[CH:64]=[CH:63][C:60]([C:61]#[N:62])=[C:59]([F:65])[CH:58]=1>C1(C)C=CC=CC=1>[F:65][C:59]1[CH:58]=[C:57]([NH:1][C:2]2[CH:7]=[CH:6][C:5]([O:8][CH3:9])=[CH:4][C:3]=2[C:10]([F:11])([F:12])[F:13])[CH:64]=[CH:63][C:60]=1[C:61]#[N:62] |f:1.2.3.4|. Procedure: 2-Amino-5-methoxy-benzotrifluoride (10.46 mmol), K3PO4 (15.7 mmol), Xphos (1.05 mmol) and Pd4(dba)3 (0.314 mmol) were added under nitrogen to a solution of 4-bromo-2-fluoro-benzonitrile (10.46 mmol) in 50 mL toluene and the mixture was stirred for 20 hours at a bath temperature of 110° C. Then the mixture was filtered through a glass fibre filter, then the filtrate was extracted with 150 mL water. The organic phase was dried on sodium sulphate and evaporated down. In this way the product was obt... The reactants are C(C)(=O)NC=1N=C2C(=C(C=NC2=CC1)C#N)Cl (6-acetamido-4-chloro-[1.5]naphthyridine-3-carbonitrile), BrC=1C=C(N)C=CC1 (3-bromoaniline), Cl.N1=CC=CC=C1 (pyridine HCl). Run in C(C)OC(C)O (ethoxyethanol). Product: NC=1N=C2C(=C(C=NC2=CC1)C#N)NC1=CC(=CC=C1)Br (6-Amino-4-(3-bromo-phenylamino)-[1.5]naphthyridine-3-carbonitrile). Isolated yield 56.0%. As a reaction SMILES: C([NH:4][C:5]1[N:6]=[C:7]2[C:12](=[CH:13][CH:14]=1)[N:11]=[CH:10][C:9]([C:15]#[N:16])=[C:8]2Cl)(=O)C.[Br:18][C:19]1[CH:20]=[C:21]([CH:23]=[CH:24][CH:25]=1)[NH2:22].Cl.N1C=CC=CC=1>C(OC(O)C)C>[NH2:4][C:5]1[N:6]=[C:7]2[C:12](=[CH:13][CH:14]=1)[N:11]=[CH:10][C:9]([C:15]#[N:16])=[C:8]2[NH:22][C:21]1[CH:23]=[CH:24][CH:25]=[C:19]([Br:18])[CH:20]=1 |f:2.3|. Reported procedure: A solution of 6-acetamido-4-chloro-[1.5]naphthyridine-3-carbonitrile (200 mg, 0.81 mmol), 3-bromoaniline (0.5 ml) and pyridine HCl (188 mg) in ethoxyethanol (20 ml) was heated at reflux for 3 hrs. After cooling, the solvent was removed by rotary evaporation, and the residue was cooled and made basic with NH4OH. The aqueous layer was extracted with ethyl acetate. The combined extracts were washed (brine), dried (Na2SO4), and concentrated. The residue was chromatographed (flash column, silica gel,... The reactants are C1(=CC=CC=C1)C (toluene), C(C1=CC=CC=C1)OC(=O)N1CC(OC2=C1C=CC=C2)CO (N-benzyloxycarbonyl-2(R,S)-hydroxymethyl-3,4-dihydro-2H-1,4-benzoxazine), ( I ), C[Si](C)(C)[N-][Si](C)(C)C.[Na+] (sodium bis(trimethylsilyl)amide), CI (methyliodide). RXN SMILES: [CH2:1]([O:8][C:9]([N:11]1[C:16]2[CH:17]=[CH:18][CH:19]=[CH:20][C:15]=2[O:14][CH:13]([CH2:21][OH:22])[CH2:12]1)=[O:10])[C:2]1[CH:7]=[CH:6][CH:5]=[CH:4][CH:3]=1.[CH3:23][Si]([N-][Si](C)(C)C)(C)C.[Na+].CI.C1(C)C=CC=CC=1>C(OCC)(=O)C>[CH2:1]([O:8][C:9]([N:11]1[C:16]2[CH:17]=[CH:18][CH:19]=[CH:20][C:15]=2[O:14][CH:13]([CH2:21][O:22][CH3:23])[CH2:12]1)=[O:10])[C:2]1[CH:7]=[CH:6][CH:5]=[CH:4][CH:3]=1 |f:1.2|. Solvent: C(C)(=O)OCC (ethyl acetate). Yields the product C(C1=CC=CC=C1)OC(=O)N1CC(OC2=C1C=CC=C2)COC (N-Benzyloxycarbonyl-2(R,S)-methoxymethyl-3,4-dihydro-2H-1,4-benzoxazine). Procedure details: The title compound is prepared analogously to Example 87b) starting from 3.0 g of N-benzyloxycarbonyl-2(R,S)-hydroxymethyl-3,4-dihydro-2H-1,4-benzoxazine, 2.4 g of sodium bis(trimethylsilyl)amide and 0.94 ml of methyliodide: Rf (3:1 mixture of toluene and ethyl acetate)=0.56; Rt (I)=27.9 min. Product: ClC1=NN(C(=C1C(=O)OC)SC(C)C)C (3-chloro-4-(methoxycarbonyl)-1-methyl-5-isopropylthiopyrazole). The reactants are ClC1=NN(C(=C1C(=O)OC)Cl)C (methyl 3,5-dichloro-1-methylpyrazol-4-ylcarboxylate), ice water, C(C)(=O)OCC (ethyl acetate), C([O-])([O-])=O.[K+].[K+] (potassium carbonate), C(C)(C)S (isopropylmercaptan). Reported procedure: 30 g of methyl 3,5-dichloro-1-methylpyrazol-4-ylcarboxylate and 25.5 g of potassium carbonate are suspended in 150 ml of DMSO and to this suspension are slowly added 16.1 ml of isopropylmercaptan at a temperature of 25° to 35° C. After stirring for 3 hours at room temperature, the reaction mixture is poured into 200 ml of ice-water and then 300 ml of ethyl acetate are added. After phase separation, the organic phase is washed with 100 ml of water and 100 ml of a saturated aqueous solution of sod... Solvent: CS(=O)C (DMSO). Reaction SMILES: [Cl:1][C:2]1[C:6]([C:7]([O:9][CH3:10])=[O:8])=[C:5](Cl)[N:4]([CH3:12])[N:3]=1.C(=O)([O-])[O-].[K+].[K+].[CH:19]([SH:22])([CH3:21])[CH3:20].C(OCC)(=O)C>CS(C)=O>[Cl:1][C:2]1[C:6]([C:7]([O:9][CH3:10])=[O:8])=[C:5]([S:22][CH:19]([CH3:21])[CH3:20])[N:4]([CH3:12])[N:3]=1 |f:1.2.3|. Run at time 3 hour. Starting materials: CC(C)(C)N(C([O-])=O)CC=1C(NC(=CC1C)C1CCC1)=O (1,1-dimethylethyl[(6-cyclobutyl-4-methyl-2-oxo-1,2-dihydro-3pyridinyl)methyl]carbamate), Cl (HCl). Yields the product NCC=1C(NC(=CC1C)C1CCC1)=O (3-(aminomethyl)-6-cyclobutyl-4-methyl-2(1H)-pyridinone), Cl (HCl). The yield is 90.0%. Reaction SMILES: CC([N:5]([CH2:9][C:10]1[C:11](=[O:21])[NH:12][C:13]([CH:17]2[CH2:20][CH2:19][CH2:18]2)=[CH:14][C:15]=1[CH3:16])C(=O)[O-])(C)C.[ClH:22]>>[NH2:5][CH2:9][C:10]1[C:11](=[O:21])[NH:12][C:13]([CH:17]2[CH2:18][CH2:19][CH2:20]2)=[CH:14][C:15]=1[CH3:16].[ClH:22]. Reported procedure: A solution of 1,1-dimethylethyl[(6-cyclobutyl-4-methyl-2-oxo-1,2-dihydro-3pyridinyl)methyl]carbamate (2.1 g, 7.2 mmol) in 4 N HCl (in 15 mL 1,4 dioxane) was heated to 60° C. for 1 h. The mixture was cooled to room temperature. The mixture was filtered and dried to give 3-(aminomethyl)-6-cyclobutyl-4-methyl-2(1H)-pyridinone as an HCl salt (1.95 g, 90%). LCMS MH+=193.1 1H NMR (400 MHz, DMSO-d6) δ 11.70 (br s, 1H), 8.01 (s, 3H), 6.04 (s, 1H), 3.74 (d, 2H), 3.32-3.39 (m, 1H), 2.22 (s, 3H), 2.17-2.20...